This data is from the Open Reaction Database (ORD), a public repository of structured organic reaction records. The task is: describe an organic reaction: reactants, conditions, products, and yield Reactants: C(=O)NC(C(=O)NS(=O)(=O)C1=CC=C(C=C1)C)(C(C)C)C (2-formamido-2,3-dimethyl-N-(p-tolylsulfonyl)butyramide), Cl (HCl). Procedure: A suspension of 2-formamido-2,3-dimethyl-N-(p-tolylsulfonyl)butyramide (99.4 g, 0.318 mols) in 500 mL of methanol, 500 mL of water, and 500 mL of aqueous HCl 10% is heated at 80° C. until all the solid has dissolved (one hour). The reaction mixture is concentrated to 1/3 of the volume and the resulting precipitate is filtered off. After drying the title product is obtained as a white solid, having mp 161°-165° C. Conditions: temperature 80 celsius. As a reaction SMILES: C([NH:3][C:4]([CH3:21])([CH:18]([CH3:20])[CH3:19])[C:5]([NH:7][S:8]([C:11]1[CH:16]=[CH:15][C:14]([CH3:17])=[CH:13][CH:12]=1)(=[O:10])=[O:9])=[O:6])=O.[ClH:22]>CO.O>[ClH:22].[NH2:3][C:4]([CH3:21])([CH:18]([CH3:19])[CH3:20])[C:5]([NH:7][S:8]([C:11]1[CH:16]=[CH:15][C:14]([CH3:17])=[CH:13][CH:12]=1)(=[O:10])=[O:9])=[O:6] |f:4.5|. The product is Cl.NC(C(=O)NS(=O)(=O)C1=CC=C(C=C1)C)(C(C)C)C (2-amino-2,3-dimethyl-N-(p-tolylsulfonyl)butyramide hydrochloride). The solvent is CO (methanol), O (water). Run in CC(=O)C (acetone). Yields the product [I-].C[N+]1(CCC(CC1)=O)C (1,1-dimethyl-4-oxo-piperidinium iodide). Yield: 93.9%. Procedure details: To 45.0 g (398 mmol) of 1-methyl-piperid-4-one in 500 mL of acetone was added dropwise 60.0 g (423 mmol) of MeI over 1 h. The mixture was stirred for 3 h, cooled to 0° C., and filtered. The solids were washed with cold acetone, and dried to provide 1,1-dimethyl-4-oxo-piperidinium iodide as a pale yellow solid (95.3 g). Run at temperature 0 celsius, time 3 hour. Reaction SMILES: [CH3:1][N:2]1[CH2:7][CH2:6][C:5](=[O:8])[CH2:4][CH2:3]1.[CH3:9][I:10]>CC(C)=O>[I-:10].[CH3:1][N+:2]1([CH3:9])[CH2:7][CH2:6][C:5](=[O:8])[CH2:4][CH2:3]1 |f:3.4|. Starting materials: CN1CCC(CC1)=O (1-methyl-piperid-4-one), CI (MeI). The reactants are N1C=NC(=C1)C(=O)O (1H-imidazole-4-carboxylic acid), FC1=C(C=C(C#N)C=C1)F (4-fluoro-3-fluorobenzonitrile), C(C)(C)N(C(C)C)CC (N,N-diisopropyl-ethyl amine). Solvent: CN(C=O)C (N,N-dimethylformamide). Conditions: temperature 120 celsius. Yields the product C(#N)C1=CC(=C(C=C1)N1C=NC(=C1)C(=O)O)F (1-(4-Cyano-2-fluorophenyl)-1H-imidazole-4-carboxylic acid). Reaction SMILES: [NH:1]1[CH:5]=[C:4]([C:6]([OH:8])=[O:7])[N:3]=[CH:2]1.F[C:10]1[CH:17]=[CH:16][C:13]([C:14]#[N:15])=[CH:12][C:11]=1[F:18].C(N(CC)C(C)C)(C)C>CN(C)C=O>[C:14]([C:13]1[CH:16]=[CH:17][C:10]([N:1]2[CH:5]=[C:4]([C:6]([OH:8])=[O:7])[N:3]=[CH:2]2)=[C:11]([F:18])[CH:12]=1)#[N:15]. Reported procedure: A mixture of 1H-imidazole-4-carboxylic acid (500 mg), 4-fluoro-3-fluorobenzonitrile (0.93 g), and N,N-diisopropyl-ethyl amine (3.6 mL) in N,N-dimethylformamide (6 mL) is heated to 120° C. overnight. The crude product is purified by HPLC. LC (method 20): tR=1.85 min; Mass spectrum (APCI): m/z=232 [M+H]+.